Task: describe an organic reaction: reactants, conditions, products, and yield. Dataset: the Open Reaction Database (ORD), a public repository of structured organic reaction records The reactants are FC=1C=C(CN2C(=NC=C2C(=O)N2CCN(CC2)C)S)C=C(C1)F (1-(3,5-difluorobenzyl)-5-[(4-methyl-1-piperazinyl)carbonyl]-2-mercaptoimidazole), B.CSC (borane methyl sulfide), CO (methyl alcohol). The solvent is C(Cl)(Cl)Cl (chloroform). Reaction conditions: temperature 25 celsius, time 4 hour. Product: FC=1C=C(CN2C(=NC=C2CN2CCN(CC2)C)S)C=C(C1)F (1-(3,5-difluorobenzyl)-5-[(4-methyl-1-piperazinyl)methyl]-2-mercaptoimidazole). RXN SMILES: [F:1][C:2]1[CH:3]=[C:4]([CH:21]=[C:22]([F:24])[CH:23]=1)[CH2:5][N:6]1[C:10]([C:11]([N:13]2[CH2:18][CH2:17][N:16]([CH3:19])[CH2:15][CH2:14]2)=O)=[CH:9][N:8]=[C:7]1[SH:20].B.CSC.CO>C(Cl)(Cl)Cl>[F:1][C:2]1[CH:3]=[C:4]([CH:21]=[C:22]([F:24])[CH:23]=1)[CH2:5][N:6]1[C:10]([CH2:11][N:13]2[CH2:18][CH2:17][N:16]([CH3:19])[CH2:15][CH2:14]2)=[CH:9][N:8]=[C:7]1[SH:20] |f:1.2|. Procedure: To a solution of 1-(3,5-difluorobenzyl)-5-[(4-methyl-1-piperazinyl)carbonyl]-2-mercaptoimidazole (1.37 g, 3.89 mmole) in chloroform (15 ml) was added dropwise 1 molar borane-methyl sulfide (23.3 ml, 23.3 mmole) and the solution was stirred for 4 hours at 25° C. The reaction mixture was cooled in ice and methyl alcohol was added dropwise until gas evolution ceased. The solvent was removed by evaporation at reduced pressure, ten portions of methyl alcohol were added, the reaction mixture was heate... The reactants are CC(C)(C)OC(=O)Nc1ccc(-c2ccc(F)cc2)cc1NC(=O)CC(=O)c1ccnc(C#N)c1, ClCCl, O=C(O)C(F)(F)F. Product: N#Cc1cc(C2=Nc3ccc(-c4ccc(F)cc4)cc3NC(=O)C2)ccn1. Reaction SMILES: [C:1]([O:2][C:3](=[O:4])[NH:7][c:8]1[c:9]([NH:21][C:22]([CH2:23][C:24](=[O:5])[c:26]2[cH:27][c:28]([C:32]#[N:33])[n:29][cH:30][cH:31]2)=[O:34])[cH:10][c:11](-[c:14]2[cH:15][cH:16][c:17]([F:20])[cH:18][cH:19]2)[cH:12][cH:13]1)([CH3:6])([CH3:25])[CH3:35].[Cl:43][CH2:44][Cl:45].[F:36][C:37]([F:38])([F:39])[C:40]([OH:41])=[O:42]>>[N:7]1=[C:24]([c:26]2[cH:27][c:28]([C:32]#[N:33])[n:29][cH:30][cH:31]2)[CH2:23][C:22](=[O:34])[NH:21][c:9]2[c:8]1[cH:13][cH:12][c:11](-[c:14]1[cH:15][cH:16][c:17]([F:20])[cH:18][cH:19]1)[cH:10]2.